Dataset: the Open Reaction Database (ORD), a public repository of structured organic reaction records. Task: describe an organic reaction: reactants, conditions, products, and yield Starting materials: C1(=CC=CC=C1)OC (anisole), C(C)(C)(C)OC(NCCC1=C(NC2=CC=C(C=C12)C(C(=O)N1C2CCC1CC2)(C)C)C2=CC(=CC(=C2)C)C)=O ({2-[5-[2-(7-azabicyclo[2.2.1]hept-7-yl)-1,1-dimethyl-2-oxo-ethyl]-2-(3,5-dimethylphenyl)-1H-indol-3-yl]ethyl} carbamic acid tert-butyl ester), FC(C(=O)O)(F)F (trifluoroacetic acid). Reaction conditions: temperature 0 celsius, time 2 hour. The product is NCCC1=C(NC2=CC=C(C=C12)C(C(=O)N1C2CCC1CC2)(C)C)C2=CC(=CC(=C2)C)C (2-[3-(2-Aminoethyl)-2-(3,5-dimethylphenyl)-1H-indol-5-yl]-1-(7-azabicyclo[2.2.1]hept-7-yl)-2-methyl-propan-1-one). The yield is 106.2%. As a reaction SMILES: C1(OC)C=CC=CC=1.FC(F)(F)C(O)=O.C(OC(=O)[NH:22][CH2:23][CH2:24][C:25]1[C:33]2[C:28](=[CH:29][CH:30]=[C:31]([C:34]([CH3:45])([CH3:44])[C:35]([N:37]3[CH:41]4[CH2:42][CH2:43][CH:38]3[CH2:39][CH2:40]4)=[O:36])[CH:32]=2)[NH:27][C:26]=1[C:46]1[CH:51]=[C:50]([CH3:52])[CH:49]=[C:48]([CH3:53])[CH:47]=1)(C)(C)C>>[NH2:22][CH2:23][CH2:24][C:25]1[C:33]2[C:28](=[CH:29][CH:30]=[C:31]([C:34]([CH3:45])([CH3:44])[C:35]([N:37]3[CH:38]4[CH2:39][CH2:40][CH:41]3[CH2:42][CH2:43]4)=[O:36])[CH:32]=2)[NH:27][C:26]=1[C:46]1[CH:51]=[C:50]([CH3:52])[CH:49]=[C:48]([CH3:53])[CH:47]=1. Procedure: To a solution of {2-[5-[2-(7-azabicyclo[2.2.1]hept-7-yl)-1,1-dimethyl-2-oxo-ethyl]-2-(3,5-dimethylphenyl)-1H-indol-3-yl]ethyl} carbamic acid tert-butyl ester (728 mg in 30 mL methylene chloride) at 0° C. was added 1.5 mL anisole followed by 10.5 mL trifluoroacetic acid and the mixture stirred at 0° C. After 2 hours, the mixture was concentrated in vacuo and the residual acid quenched by the addition of 10% ammonium hydroxide in methanol. The concentrated was then purified by flash chromatography... The product is Cc1cccc2c3c(n(CCc4ccc(C(F)(F)F)nc4)c12)CCN(C)C3. As a reaction SMILES: [CH3:1][N:2]1[CH2:3][c:4]2[c:5]([nH:6][c:7]3[c:8]([CH3:13])[cH:9][cH:10][cH:11][c:12]23)[CH2:14][CH2:15]1.[CH3:31][N:32]1[CH2:33][CH2:34][CH2:35][C:36]1=[O:37].[F:18][C:19]([c:20]1[n:21][cH:22][c:23]([CH:26]=[CH2:27])[cH:24][cH:25]1)([F:28])[F:29].[K+:17].[OH-:16].[OH2:30]>>[CH3:1][N:2]1[CH2:3][c:4]2[c:5]([n:6]([CH2:27][CH2:26][c:23]3[cH:22][n:21][c:20]([C:19]([F:18])([F:28])[F:29])[cH:25][cH:24]3)[c:7]3[c:8]([CH3:13])[cH:9][cH:10][cH:11][c:12]23)[CH2:14][CH2:15]1. Starting materials: Cc1cccc2c3c([nH]c12)CCN(C)C3, CN1CCCC1=O, C=Cc1ccc(C(F)(F)F)nc1, [K+], [OH-], O. Starting materials: CCN(CC)Cc1sc2c(Br)c3ccccc3c(-c3cc(Br)c(O)c(Br)c3)c2c1C, CC#N, O=C(O)C(O)Cc1ccccc1. Yields the product CCN(CC)Cc1sc2c(Br)c3ccccc3c(-c3cc(Br)c(OC(Cc4ccccc4)C(=O)O)c(Br)c3)c2c1C. As a reaction SMILES: [Br:1][c:2]1[c:3]([OH:30])[c:4]([Br:29])[cH:5][c:6](-[c:8]2[c:9]3[cH:10][cH:11][cH:12][cH:13][c:14]3[c:15]([Br:28])[c:16]3[s:17][c:18]([CH2:22][N:23]([CH2:24][CH3:25])[CH2:26][CH3:27])[c:19]([CH3:21])[c:20]23)[cH:7]1.[CH3:43][C:44]#[N:45].[OH:31][CH:32]([C:33](=[O:34])[OH:35])[CH2:36][c:37]1[cH:38][cH:39][cH:40][cH:41][cH:42]1>>[Br:1][c:2]1[c:3]([O:30][CH:32]([C:33](=[O:34])[OH:35])[CH2:36][c:37]2[cH:38][cH:39][cH:40][cH:41][cH:42]2)[c:4]([Br:29])[cH:5][c:6](-[c:8]2[c:9]3[cH:10][cH:11][cH:12][cH:13][c:14]3[c:15]([Br:28])[c:16]3[s:17][c:18]([CH2:22][N:23]([CH2:24][CH3:25])[CH2:26][CH3:27])[c:19]([CH3:21])[c:20]23)[cH:7]1.